Dataset: the Open Reaction Database (ORD), a public repository of structured organic reaction records. Task: describe an organic reaction: reactants, conditions, products, and yield Starting materials: [Se](=O)=O (selenium dioxide), COCOC1=CC=C2C=CC(=NC2=C1C#N)C (7-(Methoxymethoxy)-2-methylquinoline-8-carbonitrile). Run in C1(=CC(=CC=C1)C)C (m-xylene). Run at temperature 74 celsius, time 20 hour. Yields the product C(=O)C1=NC2=C(C(=CC=C2C=C1)OCOC)C#N (2-Formyl-7-(methoxymethoxy)quinoline-8-carbonitrile). Isolated yield 31.3%. Reaction SMILES: [Se](=O)=[O:2].[CH3:4][O:5][CH2:6][O:7][C:8]1[C:17]([C:18]#[N:19])=[C:16]2[C:11]([CH:12]=[CH:13][C:14]([CH3:20])=[N:15]2)=[CH:10][CH:9]=1>C1(C)C=CC=C(C)C=1>[CH:20]([C:14]1[CH:13]=[CH:12][C:11]2[C:16](=[C:17]([C:18]#[N:19])[C:8]([O:7][CH2:6][O:5][CH3:4])=[CH:9][CH:10]=2)[N:15]=1)=[O:2]. Reported procedure: Referring to FIG. 20, under a nitrogen atmosphere selenium dioxide (0.0145 g, 0.131 mmol) was added to a solution of 8b (0.0300 g, 0.136 mmol) in m-xylene (5 mL). The mixture was stirred at 74° C. for 20 h then filtered. The filtrate was evaporated, and the residue was purified by column chromatography (3:7 EtOAc/hexane) to yield 9b (0.0100 g, 0.041 mmol, 30%) as a white solid: 1H NMR (CDCl3) δ 10.29 (1H, s), 8.34 (1H, d, J=8.0 Hz), 8.09 (1H, d, J=9.6 Hz), 8.04 (1H, d, J=8.0 Hz), 7.73 (1H, d, J=... Yields the product C(C)OC(=O)N(C)CC1OC2=C(C(N3C1=CC=C3)C3=CC=CC=C3)C=CC=C2 (11-(N-Ethoxycarbonyl-N-methylaminomethyl)-5-phenyl-5H,11H-pyrrolo[2,1-c][1,4]benzoxazepine). Procedure: To a mixture of 11-dimethylaminomethyl-5-phenyl-5H,11H-pyrrolo[2,1-c][1,4]benzoxazepine (9.92 g) and potassium carbonate (4.28 g) in 150 ml of benzene was added ethyl chloroformate (5.9 ml). This was heated at 65° C. for 6 hours, then added to water and extracted with ethyl ether (4×). The combined organics were washed with water, dried and concentrated to give 10.5 g of an oil which was used without further purification. Starting materials: O (water), CN(C)CC1OC2=C(C(N3C1=CC=C3)C3=CC=CC=C3)C=CC=C2 (11-dimethylaminomethyl-5-phenyl-5H,11H-pyrrolo[2,1-c][1,4]benzoxazepine), C([O-])([O-])=O.[K+].[K+] (potassium carbonate), ClC(=O)OCC (ethyl chloroformate). The solvent is C1=CC=CC=C1 (benzene). Conditions: temperature 65 celsius. Reaction SMILES: [CH3:1][N:2]([CH2:4][CH:5]1[C:11]2=[CH:12][CH:13]=[CH:14][N:10]2[CH:9]([C:15]2[CH:20]=[CH:19][CH:18]=[CH:17][CH:16]=2)[C:8]2[CH:21]=[CH:22][CH:23]=[CH:24][C:7]=2[O:6]1)C.C(=O)([O-])[O-].[K+].[K+].Cl[C:32]([O:34][CH2:35][CH3:36])=[O:33].O>C1C=CC=CC=1>[CH2:35]([O:34][C:32]([N:2]([CH2:4][CH:5]1[C:11]2=[CH:12][CH:13]=[CH:14][N:10]2[CH:9]([C:15]2[CH:16]=[CH:17][CH:18]=[CH:19][CH:20]=2)[C:8]2[CH:21]=[CH:22][CH:23]=[CH:24][C:7]=2[O:6]1)[CH3:1])=[O:33])[CH3:36] |f:1.2.3|. The reactants are propoxylated pentaerythritol, C(C=C)(=O)O (acrylic acid), OS(=O)(=O)O (H2SO4), C1(=CC=CC=C1)C (toluene), O (water). The reagents and catalysts are [Cu-]=O (copper (I) oxide). Yields the product polyacrylate, COC1=CC=C(C=C1)O (4-methoxyphenol). Reaction SMILES: [C:1](O)(=[O:4])C=C.OS(O)(=O)=O.[OH2:11].[C:12]1(C)[CH:17]=[CH:16][CH:15]=[CH:14][CH:13]=1>[Cu-]=O>[CH3:1][O:4][C:12]1[CH:17]=[CH:16][C:15]([OH:11])=[CH:14][CH:13]=1. Procedure: A mixture of 40 g of the above propoxylated pentaerythritol, 30.2 g acrylic acid, 0.4 g of copper (I) oxide and 1.2 cm3 conc. H2SO4 in toluene (150 cm3) was heated with stirring in the presence of a Dean and Stark trap. The reaction was allowed to continue until 6.1 cm3 of water had been liberated. The mixture was then cooled and washed with 20% w/v aqueous sodium chloride (2×50 cm3 aliquots), then with 15% w/v aqueous potassium bicarbonate (2×100 cm3 aliquots) and finally a further wash with 20... The reactants are C(C1=CC=CC=C1)Cl (benzyl chloride), C(C)(C)(C)C1=NN(C(=N1)O)C(NC)=O (3-tert-butyl-1-N-methylcarbamoyl-5-hydroxy-1,2,4-triazole), C([O-])([O-])=O.[K+].[K+] (potassium carbonate), CC(=O)CC (methyl-ethyl ketone). Solvent: O (water). Product: C(C1=CC=CC=C1)OC1=NC(=NN1C(NC)=O)C(C)(C)C (5-benzyloxy-3-tert-butyl-1-N-methylcarbamoyl- 1,2,4-triazole). Isolated yield 3.5%. Reaction SMILES: [C:1]([C:5]1[N:9]=[C:8]([OH:10])[N:7]([C:11](=[O:14])[NH:12][CH3:13])[N:6]=1)([CH3:4])([CH3:3])[CH3:2].C(=O)([O-])[O-].[K+].[K+].CC(CC)=O.[CH2:26](Cl)[C:27]1[CH:32]=[CH:31][CH:30]=[CH:29][CH:28]=1>O>[CH2:26]([O:10][C:8]1[N:7]([C:11](=[O:14])[NH:12][CH3:13])[N:6]=[C:5]([C:1]([CH3:4])([CH3:2])[CH3:3])[N:9]=1)[C:27]1[CH:32]=[CH:31][CH:30]=[CH:29][CH:28]=1 |f:1.2.3|. Procedure: To a mixture of 3-tert-butyl-1-N-methylcarbamoyl-5-hydroxy-1,2,4-triazole 5.94 g (0.03 mole) and potassium carbonate 6.21 g (0.045 mole) was added 100 ml of methyl-ethyl ketone. Then to the mixture was added, while stirring, 4.17 g (0.033 mole) of benzyl chloride, and the mixture was heated under reflux for 2 hours. After the reaction mixture was concentrated under a reduced pressure, the residue obtained was diluted with water and extracted with methylene chloride. The organic phase was dried o... The reactants are ClCC1=CC=C(C=C1)C1=NC(=NO1)CC1CCN(CC1)C(CC)CC (4-[5-(4-(chloromethyl)phenyl)-[1,2,4]oxadiazol-3-ylmethyl]-1-(1-ethylpropyl)piperidine), C(C)C(CC)N1CCNCC1 (1-(1-ethylpropyl)piperazine). Product: Cl.Cl.Cl.C(C)C(CC)N1CCN(CC1)CC1=CC=C(C=C1)C1=NC(=NO1)CC1CCN(CC1)C(CC)CC (1-(1-Ethylpropyl)-4-(4-{3-[1-(1-ethylpropyl)piperidin-4-ylmethyl][1,2,4]oxadiazol-5-yl}-benzyl)piperazine, trihydrochloride). Reaction SMILES: [Cl:1][CH2:2][C:3]1[CH:8]=[CH:7][C:6]([C:9]2[O:13][N:12]=[C:11]([CH2:14][CH:15]3[CH2:20][CH2:19][N:18]([CH:21]([CH2:24][CH3:25])[CH2:22][CH3:23])[CH2:17][CH2:16]3)[N:10]=2)=[CH:5][CH:4]=1.[CH2:26]([CH:28]([N:31]1[CH2:36][CH2:35][NH:34][CH2:33][CH2:32]1)[CH2:29][CH3:30])[CH3:27]>>[ClH:1].[ClH:1].[ClH:1].[CH2:26]([CH:28]([N:31]1[CH2:36][CH2:35][N:34]([CH2:2][C:3]2[CH:8]=[CH:7][C:6]([C:9]3[O:13][N:12]=[C:11]([CH2:14][CH:15]4[CH2:20][CH2:19][N:18]([CH:21]([CH2:24][CH3:25])[CH2:22][CH3:23])[CH2:17][CH2:16]4)[N:10]=3)=[CH:5][CH:4]=2)[CH2:33][CH2:32]1)[CH2:29][CH3:30])[CH3:27] |f:2.3.4.5|. Procedure details: The title compound was prepared by a similar procedure to that described in Example 23, starting from 4-[5-(4-(chloromethyl)phenyl)-[1,2,4]oxadiazol-3-ylmethyl]-1-(1-ethylpropyl)piperidine and 1-(1-ethylpropyl)piperazine. HPLC: Rt=6.50 min. Starting materials: CC(C)=NOCC(C)Oc1ccc(Cl)cc1, O, O=C(O)C(Cl)(Cl)Cl. Product: CC(CON)Oc1ccc(Cl)cc1. Reaction SMILES: [Cl:1][c:2]1[cH:3][cH:4][c:5]([O:6][CH:7]([CH2:8][O:9][N:10]=[C:11]([CH3:12])[CH3:13])[CH3:14])[cH:15][cH:16]1.[OH2:24].[OH:17][C:18]([C:19]([Cl:20])([Cl:21])[Cl:22])=[O:23]>>[Cl:1][c:2]1[cH:3][cH:4][c:5]([O:6][CH:7]([CH2:8][O:9][NH2:10])[CH3:14])[cH:15][cH:16]1. The reactants are ClC1=NC(=NC(=C1)Cl)SCC1=C(C(=CC=C1)F)F (4,6-dichloro-2-[(2,3-difluorobenzyl)thio]pyrimidine), FC1=C(C=CC=C1F)CSC1=NC(=CC(=N1)NS(=O)(=O)N1CCC1)OC(CO)CO (N-[2-[[(2,3-difluorophenyl)methyl]thio]-6-[2-hydroxy-1-(hydroxymethyl)ethoxy]-4-pyrimidinyl]-1-azetidinesulfonamide), C(CCO)O (propane-1,3-diol), [H-].[Na+] (NaH). The solvent is C1CCOC1 (THF). Run at time 18 hour. Yields the product ClC1=CC(=NC(=N1)SCC1=C(C(=CC=C1)F)F)OCCCO (3-({6-Chloro-2-[(2,3-difluorobenzyl)thio]pyrimidin-4-yl}oxy)propan-1-ol). Reaction SMILES: Cl[C:2]1[CH:7]=[C:6]([Cl:8])[N:5]=[C:4]([S:9][CH2:10][C:11]2[CH:16]=[CH:15][CH:14]=[C:13]([F:17])[C:12]=2[F:18])[N:3]=1.FC1C(F)=CC=CC=1CSC1N=C(NS(N2CCC2)(=O)=O)C=C(O[CH:44]([CH2:47][OH:48])[CH2:45][OH:46])N=1.C(O)CCO.[H-].[Na+]>C1COCC1>[Cl:8][C:6]1[N:5]=[C:4]([S:9][CH2:10][C:11]2[CH:16]=[CH:15][CH:14]=[C:13]([F:17])[C:12]=2[F:18])[N:3]=[C:2]([O:46][CH2:45][CH2:44][CH2:47][OH:48])[CH:7]=1 |f:3.4|. Procedure: To a solution of 4,6-dichloro-2-[(2,3-difluorobenzyl)thio]pyrimidine (the product of example 1 step 3 g) and propane-1,3-diol (1.1 g) in THF (50 ml) was added NaH (390 mg) slowly and the reaction was then allowed to stir at room temperature for 18 h. The reaction mixture was then partitioned between DCM (150 ml) and H2O (100 ml). The organics were separated and the aqueous layer was re-extracted with DCM (2×150 ml). Organics were combined, dried (MgSO4) and reduced in vacuo to give the subtitle ...